From a dataset of the Open Reaction Database (ORD), a public repository of structured organic reaction records. describe an organic reaction: reactants, conditions, products, and yield The reactants are O=C([O-])O, Cc1ccccc1, [Na+], OCCO, O=C(CO)CCCCCCC1=CCCC1=O. Yields the product O=C(CO)CCCCCCC1=CCCC12OCCO2. Reaction SMILES: [C:21](=[O:22])([OH:23])[O-:24].[CH3:26][c:27]1[cH:28][cH:29][cH:30][cH:31][cH:32]1.[Na+:25].[OH:17][CH2:18][CH2:19][OH:20].[OH:1][CH2:2][C:3]([CH2:4][CH2:5][CH2:6][CH2:7][CH2:8][CH2:9][C:10]1=[CH:14][CH2:13][CH2:12][C:11]1=[O:15])=[O:16]>>[OH:1][CH2:2][C:3]([CH2:4][CH2:5][CH2:6][CH2:7][CH2:8][CH2:9][C:10]1=[CH:14][CH2:13][CH2:12][C:11]12[O:15][CH2:19][CH2:18][O:17]2)=[O:16]. Starting materials: Cc1ccccc1O, CO, O=[Ca], O, O=[Sn]. Yields the product Cc1cccc(C)c1O. Reaction SMILES: [CH3:1][c:2]1[cH:3][cH:4][cH:5][cH:6][c:7]1[OH:8].[CH3:9][OH:10].[O:13]=[Ca:14].[OH2:15].[Sn:11]=[O:12]>>[CH3:1][c:2]1[cH:3][cH:4][cH:5][c:6]([CH3:9])[c:7]1[OH:8]. The reactants are C(CCCCCCCCCCCCCCC)(=O)NC=1C=C(N(C1)C)C(=O)OCC (ethyl 4-hexadecanamido-1-methyl-2-pyrrolecarboxylate), B (borane), C([O-])(O)=O.[Na+] (sodium bicarbonate), Cl (hydrochloric acid). Solvent: O1CCCC1 (tetrahydrofuran), O1CCCC1 (tetrahydrofuran). Product: C(CCCCCCCCCCCCCCC)NC=1C=C(N(C1)C)C(=O)OCC (ethyl 4-hexadecylamino-1-methyl-2-pyrrolecarboxylate). As a reaction SMILES: [C:1]([NH:18][C:19]1[CH:20]=[C:21]([C:25]([O:27][CH2:28][CH3:29])=[O:26])[N:22]([CH3:24])[CH:23]=1)(=O)[CH2:2][CH2:3][CH2:4][CH2:5][CH2:6][CH2:7][CH2:8][CH2:9][CH2:10][CH2:11][CH2:12][CH2:13][CH2:14][CH2:15][CH3:16].B.Cl.C(=O)(O)[O-].[Na+]>O1CCCC1>[CH2:1]([NH:18][C:19]1[CH:20]=[C:21]([C:25]([O:27][CH2:28][CH3:29])=[O:26])[N:22]([CH3:24])[CH:23]=1)[CH2:2][CH2:3][CH2:4][CH2:5][CH2:6][CH2:7][CH2:8][CH2:9][CH2:10][CH2:11][CH2:12][CH2:13][CH2:14][CH2:15][CH3:16] |f:3.4|. Procedure details: A solution of 1.0 g. of ethyl 4-hexadecanamido-1-methyl-2-pyrrolecarboxylate in 10 ml. of dry tetrahydrofuran is added dropwise to a solution of 6 ml. of 1 M borane in tetrahydrofuran under nitrogen and the pale yellow solution is heated to reflux overnight. After cooling and acidification with 1 N aqueous hydrochloric acid followed by neutralization with saturated sodium bicarbonate solution, the solution is extracted with ether. The extract is dried over anhydrous magnesium sulfate and evapora...